From a dataset of the Open Reaction Database (ORD), a public repository of structured organic reaction records. describe an organic reaction: reactants, conditions, products, and yield The reactants are BrC=1C=CC=C2N=CC(=NC12)C1=CC=C(C=C1)N1CCN(CC1)C (8-Bromo-2-[4-(4-methyl-piperazin-1-yl)-phenyl]-quinoxaline), FC1=C(CN2CCOCC2)C(=CC(=C1)B1OC(C(O1)(C)C)(C)C)F (4-[2,6-Difluoro-4-(4,4,5,5-tetramethyl-[1,3,2]dioxaborolan-2-yl)-benzyl]-morpholine), COC=1C=CC=C(C1C=2C=CC=CC2P(C3CCCCC3)C4CCCCC4)OC (S-Phos), [O-]P(=O)([O-])[O-].[K+].[K+].[K+] (K3PO4). The reagents and catalysts are CC(=O)[O-].CC(=O)[O-].[Pd+2] (Pd(OAc)2). Conditions: temperature 105 celsius. Product: FC=1C=C(C=C(C1CN1CCOCC1)F)C=1C=CC=C2N=CC(=NC12)C1=CC=C(C=C1)N1CCN(CC1)C (8-(3,5-Difluoro-4-morpholin-4-ylmethyl-phenyl)-2-[4-(4-methyl-piperazin-1-yl)-phenyl]-quinoxaline). As a reaction SMILES: Br[C:2]1[CH:3]=[CH:4][CH:5]=[C:6]2[C:11]=1[N:10]=[C:9]([C:12]1[CH:17]=[CH:16][C:15]([N:18]3[CH2:23][CH2:22][N:21]([CH3:24])[CH2:20][CH2:19]3)=[CH:14][CH:13]=1)[CH:8]=[N:7]2.[F:25][C:26]1[CH:38]=[C:37](B2OC(C)(C)C(C)(C)O2)[CH:36]=[C:35]([F:48])[C:27]=1[CH2:28][N:29]1[CH2:34][CH2:33][O:32][CH2:31][CH2:30]1.COC1C=CC=C(OC)C=1C1C=CC=CC=1P(C1CCCCC1)C1CCCCC1.[O-]P([O-])([O-])=O.[K+].[K+].[K+]>CC([O-])=O.CC([O-])=O.[Pd+2]>[F:48][C:35]1[CH:36]=[C:37]([C:2]2[CH:3]=[CH:4][CH:5]=[C:6]3[C:11]=2[N:10]=[C:9]([C:12]2[CH:17]=[CH:16][C:15]([N:18]4[CH2:19][CH2:20][N:21]([CH3:24])[CH2:22][CH2:23]4)=[CH:14][CH:13]=2)[CH:8]=[N:7]3)[CH:38]=[C:26]([F:25])[C:27]=1[CH2:28][N:29]1[CH2:30][CH2:31][O:32][CH2:33][CH2:34]1 |f:3.4.5.6,7.8.9|. Procedure: A microwave tube is charged with 8-Bromo-2-[4-(4-methyl-piperazin-1-yl)-phenyl]-quinoxaline (2.6 g, 6.783 mmol), 4-[2,6-Difluoro-4-(4,4,5,5-tetramethyl-[1,3,2]dioxaborolan-2-yl)-benzyl]-morpholine (Step 87.1, 2.68 g, 7.12 mmol), S-Phos (258 mg, 0.611 mmol), K3PO4 (4.41 g, 20.4 mmol) and Pd(OAc)2 (45.68 mg, 0.203 mmol). After several cycles of vacuum/purge with argon, a mixture of 370 μl deionized water in 30 ml 1,2-dimethoxy-ethane is added. The reaction mixture is then heated to 105° C. for 12 ... Reaction SMILES: O=[O+][O-].CC1(C)OC([CH2:10][O:11][C:12]([N:14]2[CH2:19][CH2:18][C:17]3[C:20]([C:32]#[N:33])=[C:21]([NH:23][C:24]([C:26]4[CH:31]=[CH:30][CH:29]=[CH:28][CH:27]=4)=[O:25])[S:22][C:16]=3[CH2:15]2)=[O:13])CO1>>[N:14]1[CH:19]=[CH:18][C:17]([CH2:20][CH2:10][O:11][C:12]([N:14]2[CH2:19][CH2:18][C:17]3[C:20]([C:32]#[N:33])=[C:21]([NH:23][C:24]([C:26]4[CH:27]=[CH:28][CH:29]=[CH:30][CH:31]=4)=[O:25])[S:22][C:16]=3[CH2:15]2)=[O:13])=[CH:16][CH:15]=1. Reported procedure: MS: calc.: C23 H20 N4 O3 S (432.5) Fnd.: 433.1 [M+H]74. 3-Cyano-2-[(1-phenyl-methanoyl)-amino]-4,7-dihydro-5H-thieno[2,3-c]pyridine-6-carboxylic acid 2,2-dimethyl-[1,3]dioxolan-4-ylmethyl ester Reactants: O=[O+][O-] (O3), ( 432.5 ), CC1(OCC(O1)COC(=O)N1CC2=C(CC1)C(=C(S2)NC(=O)C2=CC=CC=C2)C#N)C (3-Cyano-2-[(1-phenyl-methanoyl)-amino]-4,7-dihydro-5H-thieno[2,3-c]pyridine-6-carboxylic acid 2,2-dimethyl-[1,3]dioxolan-4-ylmethyl ester). Yields the product N1=CC=C(C=C1)CCOC(=O)N1CC2=C(CC1)C(=C(S2)NC(=O)C2=CC=CC=C2)C#N (3-Cyano-2-[(1-phenyl-methanoyl)-amino]4,7-dihydro-5H-thieno[2,3-c]pyridine-6-carboxylic acid 2-pyridin4-yl-ethyl ester).